describe an organic reaction: reactants, conditions, products, and yield From a dataset of the Open Reaction Database (ORD), a public repository of structured organic reaction records. Starting materials: CS(=O)(=O)Cl (Methanesulphonyl chloride), FC(C=1C=C(CN(C(=O)N2C(CC(CC2)O)C2=C(C=C(C=C2)F)C)C)C=C(C1)C(F)(F)F)(F)F (2-(4-fluoro-2-methyl-phenyl)-4-hydroxy-piperidine-1-carboxylic acid (3,5-bis-trifluoromethyl-benzyl)-methylamide), FC(C=1C=C(CN(C(=O)N2C(CC(CC2)O)C2=C(C=C(C=C2)F)C)C)C=C(C1)C(F)(F)F)(F)F (2-(4-fluoro-2-methyl-phenyl)-4-hydroxy-piperidine-1-carboxylic acid (3,5-bis-trifluoromethyl-benzyl)-methylamide), TEA. Run in C1CCOC1 (THF). Reaction conditions: temperature 0 celsius, time 1.5 hour. Product: CS(=O)(=O)OC1CC(N(CC1)C(N(C)CC1=CC(=CC(=C1)C(F)(F)F)C(F)(F)F)=O)C1=C(C=C(C=C1)F)C (methanesulfonic acid, 1-[(3,5-bis-trifluoromethyl-benzyl)-methyl-carbamoyl]-2-(4-fluoro-2-methyl-phenyl)-piperidin-4-yl ester). RXN SMILES: [CH3:1][S:2](Cl)(=[O:4])=[O:3].[F:6][C:7]([F:39])([F:38])[C:8]1[CH:9]=[C:10]([CH:31]=[C:32]([C:34]([F:37])([F:36])[F:35])[CH:33]=1)[CH2:11][N:12]([CH3:30])[C:13]([N:15]1[CH2:20][CH2:19][CH:18]([OH:21])[CH2:17][CH:16]1[C:22]1[CH:27]=[CH:26][C:25]([F:28])=[CH:24][C:23]=1[CH3:29])=[O:14]>C1COCC1>[CH3:1][S:2]([O:21][CH:18]1[CH2:19][CH2:20][N:15]([C:13](=[O:14])[N:12]([CH2:11][C:10]2[CH:9]=[C:8]([C:7]([F:6])([F:38])[F:39])[CH:33]=[C:32]([C:34]([F:35])([F:36])[F:37])[CH:31]=2)[CH3:30])[CH:16]([C:22]2[CH:27]=[CH:26][C:25]([F:28])=[CH:24][C:23]=2[CH3:29])[CH2:17]1)(=[O:4])=[O:3]. Procedure: Methanesulphonyl chloride (20 μL) was added to a solution of 2-(4-fluoro-2-methyl-phenyl)-4-hydroxy-piperidine-1-carboxylic acid (3,5-bis-trifluoromethyl-benzyl)-methylamide (intermediate 11a and 11b—mixture of syn and anti diastereoisomers—85 mg) and TEA (50 μL) in dry THF (5 mL) previously cooled to 0° C. under a nitrogen atmosphere. After 1.5 hours, the solution was quenched with brine (4 mL) and extracted with AcOEt (3×5 mL). The organic layer was dried and concentrated in vacuo to a residue... As a reaction SMILES: [CH2:1]([C:4]1[C:13]([O:14][CH3:15])=[C:12]([O:16][CH3:17])[CH:11]=[C:10]2[C:5]=1[C:6]([NH:18][C:19]1[CH:24]=[CH:23][C:22]([F:25])=[C:21]([Cl:26])[CH:20]=1)=[N:7][CH:8]=[N:9]2)[CH:2]=[CH2:3].[I:27]I>ClCCl.C(Cl)(Cl)Cl>[Cl:26][C:21]1[CH:20]=[C:19]([N:18]2[CH:2]([CH2:3][I:27])[CH2:1][C:4]3[C:5]4[C:6]2=[N:7][CH:8]=[N:9][C:10]=4[CH:11]=[C:12]([O:16][CH3:17])[C:13]=3[O:14][CH3:15])[CH:24]=[CH:23][C:22]=1[F:25]. Starting materials: C(C=C)C1=C2C(=NC=NC2=CC(=C1OC)OC)NC1=CC(=C(C=C1)F)Cl ((5-allyl-6,7-dimethoxy-quinazolin-4-yl)-(3-chloro-4-fluoro-phenyl)-amine), II (I2). Reaction conditions: time 2 hour. Procedure details: To a solution of (5-allyl-6,7-dimethoxy-quinazolin-4-yl)-(3-chloro-4-fluoro-phenyl)-amine (0.102 g, 0.27 mmol) (from Example 18, Step E, supra) in dichloromethane (20 mL) was added I2 (0.69 g, 2.7 mmol). The reaction mixture was stirred at room temperature for 2 hours. The mixture was diluted with chloroform (100 mL) and washed with a saturated aqueous Na2SO3 solution. The organic layer was separated, dried over Na2SO4, and concentrated to give the desired 4-(3-chloro-4-fluoro-phenyl)-5-iodometh... Run in C(Cl)(Cl)Cl (chloroform), ClCCl (dichloromethane). The product is ClC=1C=C(C=CC1F)N1C2=NC=NC=3C=C(C(=C(CC1CI)C32)OC)OC (4-(3-chloro-4-fluoro-phenyl)-5-iodomethyl-7,8-dimethoxy-5,6-dihydro-4H-1,3,4-triaza-phenalene). Starting materials: P(=O)([O-])(O)O.[Na+] (monosodium phosphate), solution, C(CCC)[Li] (butyllithium), CC1([C@@H]([C@H]1C=C(Br)Br)C(=O)OC(C)(C)C)C (tert.-butyl (1R,trans) 2,2-dimethyl-3-(2,2-dibromovinyl)-cyclopropane-carboxylate), CCOCC (ether). Run in CCCCCC (hexane), O1CCCC1 (tetrahydrofuran). Reaction conditions: temperature -80 celsius, time 90 minute. Yields the product CC1([C@@H]([C@H]1C#C)C(=O)OC(C)(C)C)C (tert.-butyl (1R,trans) 2,2-dimethyl-3-ethynyl-cyclopropane-carboxylate). The yield is 43.8%. RXN SMILES: C([Li])CCC.[CH3:6][C:7]1([CH3:21])[C@H:9]([CH:10]=[C:11](Br)Br)[C@H:8]1[C:14]([O:16][C:17]([CH3:20])([CH3:19])[CH3:18])=[O:15].CCOCC.P(O)(O)([O-])=O.[Na+]>CCCCCC.O1CCCC1>[CH3:6][C:7]1([CH3:21])[C@H:9]([C:10]#[CH:11])[C@H:8]1[C:14]([O:16][C:17]([CH3:20])([CH3:19])[CH3:18])=[O:15] |f:3.4|. Reported procedure: 47 ml of a solution of 2.34M of butyllithium in hexane were slowly added at -100° C. to a solution of 38.7 g of tert.-butyl (1R,trans) 2,2-dimethyl-3-(2,2-dibromovinyl)-cyclopropane-carboxylate, 200 ml of ether and 200 ml of tetrahydrofuran and the mixture was stirred for 90 minutes at -80° C. and was poured into iced aqueous monosodium phosphate solution. The mixture was extracted with benzene and the organic phase was evaporated to dryness under reduced pressure. The residue was rectified unde... The reactants are BrCCBr, Brc1ccsc1, CC1CC(=O)CCO1, CCOCC, [Mg]. Product: CC1CC(O)(c2ccsc2)CCO1. Reaction SMILES: [Br:1][CH2:2][CH2:3][Br:4].[Br:6][c:7]1[cH:8][s:9][cH:10][cH:11]1.[CH3:12][CH:13]1[O:14][CH2:15][CH2:16][C:17](=[O:19])[CH2:18]1.[CH3:20][CH2:21][O:22][CH2:23][CH3:24].[Mg:5]>>[c:7]1([C:17]2([OH:19])[CH2:16][CH2:15][O:14][CH:13]([CH3:12])[CH2:18]2)[cH:8][s:9][cH:10][cH:11]1.